From a dataset of the Open Reaction Database (ORD), a public repository of structured organic reaction records. describe an organic reaction: reactants, conditions, products, and yield The yield is 65.0%. Procedure: This compound was made in 65% yield by the same procedure as 2-Isopropyl-3,6-dimethoxy-5-(3,3,3-trifluoro-propyl)-2,5-dihydro-pyrazine, substituting 1-Iodo-3,3,3-trifluoropropane with 2-(2-Bromoethoxy)-1,1,1-trifluoroethane. 1H-NMR: 400 MHz, (CDCl3) δ: 4.11-4.05 (m, 1H), 3.95 (t, J=3.5 Hz, 1H), 3.86-3.75 (m, 3H), 3.74-3.66 (m, 7H), 2.30-2.18 (m, 2H), 1.92-1.82 (m, 1H), 1.03 (d, J=6.9 Hz, 3H), 0.70 (d, J=6.8 Hz, 3H) ppm. Product: C(C)(C)C1N=C(C(N=C1OC)CCOCC(F)(F)F)OC (2-Isopropyl-3,6-dimethoxy-5-[2-(2,2,2-trifluoro-ethoxy)-ethyl]-2,5-dihydro-pyrazine). Reaction SMILES: [CH:1]([CH:4]1[C:9]([O:10][CH3:11])=[N:8][CH:7]([CH2:12][CH2:13]C(F)(F)F)[C:6]([O:18][CH3:19])=[N:5]1)([CH3:3])[CH3:2].BrCC[O:23][CH2:24][C:25]([F:28])([F:27])[F:26]>>[CH:1]([CH:4]1[C:9]([O:10][CH3:11])=[N:8][CH:7]([CH2:12][CH2:13][O:23][CH2:24][C:25]([F:28])([F:27])[F:26])[C:6]([O:18][CH3:19])=[N:5]1)([CH3:2])[CH3:3]. Starting materials: C(C)(C)C1N=C(C(N=C1OC)CCC(F)(F)F)OC (2-Isopropyl-3,6-dimethoxy-5-(3,3,3-trifluoro-propyl)-2,5-dihydro-pyrazine), BrCCOCC(F)(F)F (2-(2-Bromoethoxy)-1,1,1-trifluoroethane). Reactants: O=C(Cl)OCc1ccccc1, Cl, O=C(O)C1CCNCC1, [Na+], [Na+], O=C([O-])[O-], O. The product is O=C(O)C1CCN(C(=O)OCc2ccccc2)CC1. As a reaction SMILES: [Cl:16][C:17](=[O:18])[O:19][CH2:20][c:21]1[cH:22][cH:23][cH:24][cH:25][cH:26]1.[ClH:27].[NH:7]1[CH2:8][CH2:9][CH:10]([C:13](=[O:14])[OH:15])[CH2:11][CH2:12]1.[Na+:1].[Na+:2].[O-:3][C:4](=[O:5])[O-:6].[OH2:28]>>[N:7]1([C:17](=[O:18])[O:19][CH2:20][c:21]2[cH:22][cH:23][cH:24][cH:25][cH:26]2)[CH2:8][CH2:9][CH:10]([C:13](=[O:14])[OH:15])[CH2:11][CH2:12]1.